This data is from the Open Reaction Database (ORD), a public repository of structured organic reaction records. The task is: describe an organic reaction: reactants, conditions, products, and yield Reaction SMILES: [Br:1][c:2]1[cH:3][n:4][cH:5][n:6][cH:7]1.[CH3:78][c:79]1[cH:80][cH:81][cH:82][cH:83][cH:84]1.[NH2:8][CH:9]1[CH2:10][CH2:11][N:12]([C:15](=[O:16])[O:17][C:18]([CH3:19])([CH3:20])[CH3:21])[CH2:13][CH2:14]1.[O:24]=[C:25]([CH:26]=[CH:27][c:28]1[cH:29][cH:30][cH:31][cH:32][cH:33]1)[CH:34]=[CH:35][c:36]1[cH:37][cH:38][cH:39][cH:40][cH:41]1.[O:42]=[C:43]([CH:44]=[CH:45][c:46]1[cH:47][cH:48][cH:49][cH:50][cH:51]1)[CH:52]=[CH:53][c:54]1[cH:55][cH:56][cH:57][cH:58][cH:59]1.[O:60]=[C:61]([CH:62]=[CH:63][c:64]1[cH:65][cH:66][cH:67][cH:68][cH:69]1)[CH:70]=[CH:71][c:72]1[cH:73][cH:74][cH:75][cH:76][cH:77]1.[Pd:22].[Pd:23]>>[c:2]1([NH:8][CH:9]2[CH2:10][CH2:11][N:12]([C:15](=[O:16])[O:17][C:18]([CH3:19])([CH3:20])[CH3:21])[CH2:13][CH2:14]2)[cH:3][n:4][cH:5][n:6][cH:7]1. The reactants are Brc1cncnc1, Cc1ccccc1, CC(C)(C)OC(=O)N1CCC(N)CC1, O=C(C=Cc1ccccc1)C=Cc1ccccc1, O=C(C=Cc1ccccc1)C=Cc1ccccc1, O=C(C=Cc1ccccc1)C=Cc1ccccc1, [Pd], [Pd]. Product: CC(C)(C)OC(=O)N1CCC(Nc2cncnc2)CC1. Reactants: [Cl-].[Ca+2].[Cl-] (calcium chloride), reduced iron, [N+](=O)([O-])C1=CC2=C(N=C(N2)SCC2=CN=CN2CCC)C=C1 (5-nitro-2-[[(1-propylimidazol-5-yl)methyl]thio]benzimidazole). The solvent is C(C)O (ethanol). Yields the product C(CC)N1C=NC=C1CSC=1NC2=C(N1)C=CC(=C2)N (2-[[(1-propylimidazol-5-yl)methyl]thio]benzimidazole-5-amine). Isolated yield 32.4%. As a reaction SMILES: [N+:1]([C:4]1[CH:22]=[CH:21][C:7]2[N:8]=[C:9]([S:11][CH2:12][C:13]3[N:17]([CH2:18][CH2:19][CH3:20])[CH:16]=[N:15][CH:14]=3)[NH:10][C:6]=2[CH:5]=1)([O-])=O.[Cl-].[Ca+2].[Cl-]>C(O)C>[CH2:18]([N:17]1[C:13]([CH2:12][S:11][C:9]2[NH:10][C:6]3[CH:5]=[C:4]([NH2:1])[CH:22]=[CH:21][C:7]=3[N:8]=2)=[CH:14][N:15]=[CH:16]1)[CH2:19][CH3:20] |f:1.2.3|. Procedure details: 5-nitro-2-[[(1-propylimidazol-5-yl)methyl]thio]benzimidazole (1.6 g) was dissolved in 85% ethanol (48 ml), calcium chloride (0.28 g) and reduced iron (1.41 g) were added to the mixture, and the mixture was heated to reflux for 4 hours. After cooling to room temperature, the mixture was filtered with Celite, and washed with ethyl acetate. The solvent was removed under reduced pressure, and water was added to the obtained residue, and the mixture was extracted with ethyl acetate. The organic layer... Reactants: C(#C)[C@@H]1OC(OC1)(C)C (4(S)-EthynyI-2,2-dimethyl-[1,3]dioxolane), C(C)OC(=O)C1=CC(=C(S1)Br)C (2-Bromo-3-methyl-thiophene-5-carboxylic acid ethyl ester), C(C)OC(=O)C=1SC(=CC1)C#C[C@@H]1OC(OC1)(C)C (5-(2,2-Dimethyl-[1,3]dioxolan-4(S)-yl-ethynyl)-thiophene-2-carboxylic acid ethyl ester). The product is C(C)OC(=O)C=1SC(=C(C1)C)C#C[C@@H]1OC(OC1)(C)C (5-(2,2-Dimethyl-[1,3]dioxolan-4(S)-yl-ethynyl)-4-methyl-thiophene-2-carboxylic acid ethyl ester). The yield is 67.0%. Reaction SMILES: [C:1]([C@H:3]1[CH2:7][O:6][C:5]([CH3:9])([CH3:8])[O:4]1)#[CH:2].[CH2:10]([O:12][C:13]([C:15]1[S:19][C:18](Br)=[C:17]([CH3:21])[CH:16]=1)=[O:14])[CH3:11].C(OC(C1SC(C#C[C@H]2COC(C)(C)O2)=CC=1)=O)C>>[CH2:10]([O:12][C:13]([C:15]1[S:19][C:18]([C:2]#[C:1][C@H:3]2[CH2:7][O:6][C:5]([CH3:9])([CH3:8])[O:4]2)=[C:17]([CH3:21])[CH:16]=1)=[O:14])[CH3:11]. Procedure details: Starting with 4(S)-EthynyI-2,2-dimethyl-[1,3]dioxolane and 2-Bromo-3-methyl-thiophene-5-carboxylic acid ethyl ester, prepared according to M. Nemec, Collection Czechoslov. Chem. Commun., compound (31) was prepared in 67% yield according to the general procedure described for compound (1). Starting materials: [Si](C)(C)(C(C)(C)C)OC[C@]1(CN(C(C1C)=O)[C@H](C)C1=CC=CC=C1)C(=O)OC(C)(C)C (Tert-butyl(3S)-3-{[tert-butyl(dimethyl)silyloxy]methyl}-4-methyl-5-oxo-1-[(1R)-1-phenylethyl]pyrrolidine-3-carboxylate), [F-].C(CCC)[N+](CCCC)(CCCC)CCCC (tetrabutylammonium fluoride). Solvent: O1CCCC1 (tetrahydrofuran). Run at time 1 hour. Yields the product OC[C@]1(CN(C(C1C)=O)[C@H](C)C1=CC=CC=C1)C(=O)OC(C)(C)C (tert-Butyl(3S)-3-hydroxymethyl-4-methyl-5-oxo-1-[(1R)-1-phenylethyl]pyrrolidine-3-carboxylate). Isolated yield 67.5%. As a reaction SMILES: [Si]([O:8][CH2:9][C@:10]1([C:25]([O:27][C:28]([CH3:31])([CH3:30])[CH3:29])=[O:26])[CH:14]([CH3:15])[C:13](=[O:16])[N:12]([C@@H:17]([C:19]2[CH:24]=[CH:23][CH:22]=[CH:21][CH:20]=2)[CH3:18])[CH2:11]1)(C(C)(C)C)(C)C.[F-].C([N+](CCCC)(CCCC)CCCC)CCC>O1CCCC1>[OH:8][CH2:9][C@:10]1([C:25]([O:27][C:28]([CH3:30])([CH3:29])[CH3:31])=[O:26])[CH:14]([CH3:15])[C:13](=[O:16])[N:12]([C@@H:17]([C:19]2[CH:24]=[CH:23][CH:22]=[CH:21][CH:20]=2)[CH3:18])[CH2:11]1 |f:1.2|. Procedure details: Tert-butyl(3S)-3-{[tert-butyl(dimethyl)silyloxy]methyl}-4-methyl-5-oxo-1-[(1R)-1-phenylethyl]pyrrolidine-3-carboxylate (3.72 g, 8.31 mmol) was dissolved in tetrahydrofuran (70 mL), and tetrabutylammonium fluoride (12.5 mL, 1.0 mol/l solution in tetrahydrofuran, 12.5 mmol) was added dropwise in an ice bath. The mixture was stirred at the same temperature for 1 hour. After concentrating the mixture, saturated aqueous solution of ammonium chloride (200 mL) was added, and the mixture was extracted w... Reactants: ClCCl, CC(C)(C)OC(=O)CC1CCCCCCC(CS)NC1=O. Product: O=C(O)CC1CCCCCCC(CS)NC1=O. As a reaction SMILES: [CH2:22]([Cl:23])[Cl:24].[SH:1][CH2:2][CH:3]1[CH2:4][CH2:5][CH2:6][CH2:7][CH2:8][CH2:9][CH:10]([CH2:14][C:15](=[O:16])[O:17][C:18]([CH3:19])([CH3:20])[CH3:21])[C:11](=[O:13])[NH:12]1>>[SH:1][CH2:2][CH:3]1[CH2:4][CH2:5][CH2:6][CH2:7][CH2:8][CH2:9][CH:10]([CH2:14][C:15](=[O:16])[OH:17])[C:11](=[O:13])[NH:12]1. The reactants are Cl.C(C)(=O)NC=1C=C(C=CC1OCCCCCC(=O)OC)C1=CC=C(C=C1)C(N)=N (3-acetylamino-4'-amidino-4-(5-methoxycarbonyl-pentyloxy)biphenyl hydrochloride), Cl.C(N)(=N)C1=CC=C(C=C1)C1=CC(=C(C=C1)OCCCCCC(=O)OC)NC(C1=CC=CC=C1)=O (4-amidino-3'-benzoylamino-4'-(5-methoxycarbonyl-pentyloxy)biphenyl hydrochloride), C(#N)C1=CC=C(C=C1)C1=CC=C(C=C1)N(C)C(CCCC(=O)OC)=O (4-cyano-4'-[N-(4-methoxycarbonylbutyryl)-N-methylamino]biphenyl), C(#N)C1=CC=C(C=C1)C1=CC=C(C=C1)S(=O)(=O)N(C)CCCC(=O)OC (4-cyano-4'-[[N-(3-methoxycarbonylpropyl)-N-methylamino]sulphonyl]biphenyl), C(#N)C1=CC=C(C=C1)C1=CC=C(C=C1)N(C)C(CCCC(=O)OC)=O (4-cyano-4'-[N-(4-methoxycarbonylbutyryl)-N-methylamino]biphenyl), C(#N)C1=CC=C(C=C1)C1=CC=C(C=C1)C(=O)CSCCC(=O)OC (4-cyano-4'-[[(2-methoxycarbonylethyl)thiomethyl]-carbonyl]biphenyl), C(#N)C1=CC=C(C=C1)C1=CC=C(C=C1)CCSCC(=O)OC (4-cyano-4'-[2-(methoxycarbonylmethylthio)ethyl]-biphenyl), Cl.C(N)(=N)C1=CC=C(C=C1)C1=CC=C(C=C1)S(=O)(=O)CCCCC(=O)OC (4-amidino-4'-[(4-methoxycarbonylbutyl)sulphonyl]-biphenyl hydrochloride). The product is C(#N)C1=CC=C(C=C1)C1=CC=C(C=C1)N(C)C(=O)N(C)CCC(=O)OC (4-cyano-4'-[N-[[N-(2-methoxycarbonylethyl)-N-methylamino]carbonyl]-N-methylamino]biphenyl). RXN SMILES: Cl.C(N[C:6]1[CH:7]=[C:8]([C:22]2[CH:27]=[CH:26][C:25]([C:28](=[NH:30])N)=[CH:24][CH:23]=2)[CH:9]=[CH:10][C:11]=1OCCCCCC(OC)=O)(=O)C.Cl.C(C1C=CC(C2C=CC(OCCC[CH2:51][CH2:52][C:53]([O:55][CH3:56])=[O:54])=C(NC(=O)C3C=CC=CC=3)C=2)=CC=1)(=N)N.C(C1C=CC(C2C=CC([N:80]([C:82](=[O:90])CCCC(OC)=O)[CH3:81])=CC=2)=CC=1)#N.[C:91](C1C=CC(C2C=CC(S(N(CCCC(OC)=O)C)(=O)=O)=CC=2)=CC=1)#[N:92].C(C1C=CC(C2C=CC(C(CSCCC(OC)=O)=O)=CC=2)=CC=1)#N.C(C1C=CC(C2C=CC(CCSCC(OC)=O)=CC=2)=CC=1)#N.Cl.C(C1C=CC(C2C=CC(S(CCCCC(OC)=O)(=O)=O)=CC=2)=CC=1)(=N)N>>[C:28]([C:25]1[CH:24]=[CH:23][C:22]([C:8]2[CH:7]=[CH:6][C:11]([N:92]([C:82]([N:80]([CH2:51][CH2:52][C:53]([O:55][CH3:56])=[O:54])[CH3:81])=[O:90])[CH3:91])=[CH:10][CH:9]=2)=[CH:27][CH:26]=1)#[N:30] |f:0.1,2.3,8.9|. Procedure: (prepared from 4-cyano-4'-[[(2-methoxycarbonylethyl)-aminocarbonyl]amino]biphenyl by methylation with methyliodide) (16) 4-cyano-4'-[[(4-methoxycarbonylpiperidino)-carbonyl]methyloxy]biphenyl (17) 4-cyano-4'-(5-methoxycarbonylpentyloxy)-3'-methylthio]biphenyl (18) 4-cyano-4'-[N-(3-methoxycarbonylpropionyl)-N-methylamino]biphenyl (prepared from 4-cyano-4'-[(3-methoxycarbonyl-propionyl)amino]biphenyl by methylation with methyliodide) (19) 4-cyano-4'-[N-(4-methoxycarbonylbutyryl)-N-methylamino]biph...